Task: describe an organic reaction: reactants, conditions, products, and yield. Dataset: the Open Reaction Database (ORD), a public repository of structured organic reaction records Starting materials: C(C)(C)(C)OC(NC1=C(C=C(C(=C1)C)N(CCC)C)NC(CC(=O)C1=CC(=CC=C1)C#N)=O)=O ([2-[3-(3-cyano-phenyl)-3-oxo-propionylamino]-5-methyl-4-(methyl-propyl-amino)-phenyl]-carbamic acid tert-butyl ester), C(=O)(C(F)(F)F)O (TFA). The solvent is C(Cl)Cl (CH2Cl2). The product is CC1=CC2=C(N=C(CC(N2)=O)C=2C=C(C#N)C=CC2)C=C1N(CCC)C (3-[7-Methyl-8-(methyl-propyl-amino)-4-oxo-4,5-dihydro-3H-benzo[b][1,4]diazepin-2-yl]-benzonitrile), solid. Yield: 58.0%. Reaction SMILES: C(OC(=O)[NH:7][C:8]1[CH:13]=[C:12]([CH3:14])[C:11]([N:15]([CH3:19])[CH2:16][CH2:17][CH3:18])=[CH:10][C:9]=1[NH:20][C:21](=O)[CH2:22][C:23]([C:25]1C=C[CH:28]=[C:27]([C:31]#[N:32])[CH:26]=1)=O)(C)(C)C.[C:35](O)([C:37](F)(F)F)=[O:36]>C(Cl)Cl>[CH3:14][C:12]1[C:11]([N:15]([CH3:19])[CH2:16][CH2:17][CH3:18])=[CH:10][C:9]2[N:20]=[C:21]([C:22]3[CH:28]=[C:27]([CH:26]=[CH:25][CH:23]=3)[C:31]#[N:32])[CH2:37][C:35](=[O:36])[NH:7][C:8]=2[CH:13]=1. Procedure details: The title compound was prepared from [2-[3-(3-cyano-phenyl)-3-oxo-propionylamino]-5-methyl-4-(methyl-propyl-amino)-phenyl]-carbamic acid tert-butyl ester (Example M79) (0.17 g, 0.37 mmol) by treatment with TFA in CH2Cl2 according to the general procedure N. Obtained as a yellow solid (74 mg, 58%). The reactants are C(C=C)OC1=C(C=C(C(=N)NO)C=C1C)CC (4-allyloxy-3-ethyl-N-hydroxy-5-methyl-benzamidine), OC1=CC(=C(C=O)C=C1)C (4-hydroxy-2-methyl-benzaldehyde). Yields the product C(C=C)OC1=CC(=C(C(=N)NO)C=C1)C (4-Allyloxy-N-hydroxy-2-methyl-benzamidine). As a reaction SMILES: [CH2:1]([O:4][C:5]1[C:14](C)=[CH:13][C:8]([C:9]([NH:11][OH:12])=[NH:10])=[CH:7][C:6]=1CC)[CH:2]=[CH2:3].O[C:19]1C=CC(C=O)=C(C)C=1>>[CH2:1]([O:4][C:5]1[CH:6]=[CH:7][C:8]([C:9]([NH:11][OH:12])=[NH:10])=[C:13]([CH3:19])[CH:14]=1)[CH:2]=[CH2:3]. Reported procedure: The title compound is prepared in analogy to 4-allyloxy-3-ethyl-N-hydroxy-5-methyl-benzamidine starting from commercially available 4-hydroxy-2-methyl-benzaldehyde; LC-MS: tR=0.62 min, [M+1]+=207.10; 13C NMR (CDCl3): δ 20.72, 68.91, 104.72, 112.75, 116.45, 118.32, 118.53, 132.25, 134.19, 144.09, 161.71. Reactants: C(C1=CC=CC=C1)OC(=O)NC12CCCC(CC1)(C2)C(=O)OC (methyl 5-(benzyloxycarbonylamino)bicyclo-[3.2.1]octane-1-carboxylate). The reagents and catalysts are [Pd] (Pd/C). The solvent is CO (methanol). Reaction conditions: time 8 hour. The product is NC12CCCC(CC1)(C2)C(=O)OC (methyl 5-aminobicyclo[3.2.1]octane-1-carboxylate). The yield is 51.6%. Reaction SMILES: C(OC([NH:11][C:12]12[CH2:19][C:16]([C:20]([O:22][CH3:23])=[O:21])([CH2:17][CH2:18]1)[CH2:15][CH2:14][CH2:13]2)=O)C1C=CC=CC=1>CO.[Pd]>[NH2:11][C:12]12[CH2:19][C:16]([C:20]([O:22][CH3:23])=[O:21])([CH2:17][CH2:18]1)[CH2:15][CH2:14][CH2:13]2. Procedure: To a solution of methyl 5-(benzyloxycarbonylamino)bicyclo-[3.2.1]octane-1-carboxylate (10 g) in methanol (150 mL) was added 10% Pd/C (1 g) and the reaction mixture was stirred under H2 (1 atm) at room temperature overnight. The reaction mixture was filtered through a Celite pad, and the filtrate was concentrated. The residue was treated with aqueous HCl (2N, 200 mL) at 0° C. and then extracted with ethyl acetate (3×100 mL) to remove organic impurities. The aqueous phase was adjusted to pH 9-10 w... Reactants: BrC=1SC(=CC1)CCCCCC (2-bromo-5-hexylthiophene), C[Si](C)(C)CC (trimethylsilylethane). Product: C(CCCCC)C1=CC=C(S1)C#C[Si](C)(C)C (((5-hexylthiophen-2-yl)ethynyl)trimethylsilane). The yield is 101.1%. Reaction SMILES: Br[C:2]1[S:3][C:4]([CH2:7][CH2:8][CH2:9][CH2:10][CH2:11][CH3:12])=[CH:5][CH:6]=1.[CH3:13][Si:14]([CH2:17][CH3:18])([CH3:16])[CH3:15]>>[CH2:7]([C:4]1[S:3][C:2]([C:18]#[C:17][Si:14]([CH3:16])([CH3:15])[CH3:13])=[CH:6][CH:5]=1)[CH2:8][CH2:9][CH2:10][CH2:11][CH3:12]. Procedure: According to the method described in S117a, 2-bromo-5-hexylthiophene (1 g, 4 mmol) was reacted with trimethylsilylethane (0.43 g, 4.4 mmol) to give the title compound as a yellow oil (1.07 g, 100%). 1H NMR (400 MHz, CDCl3) δ 7.05 (d, 1H, J=3.6 Hz), 6.61 (d, 1H, J=3.6 Hz), 2.77 (t, 2H, J=7.2 Hz) 1.65-1.56 (m, 2H), 1.36-1.30 (m, 6H), 0.89 (t, 3H, J=6.4 Hz), 0.24 (s, 9H). Reaction SMILES: [Br:8][CH2:9][CH2:10][CH2:11][O:12][CH2:13][c:14]1[cH:15][cH:16][cH:17][cH:18][cH:19]1.[CH3:32][CH2:33][O:34][CH2:35][CH3:36].[K+:31].[O:1]=[C:2]1[CH2:3][CH2:4][CH2:5][CH2:6][CH2:7]1.[OH2:37].[S:26]([O-:27])([OH:28])(=[O:29])=[O:30].[cH:20]1[cH:21][cH:22][cH:23][cH:24][cH:25]1>>[O:1]=[C:2]1[CH:3]([CH2:9][CH2:10][CH2:11][O:12][CH2:13][c:14]2[cH:15][cH:16][cH:17][cH:18][cH:19]2)[CH2:4][CH2:5][CH2:6][CH2:7]1. The product is O=C1CCCCC1CCCOCc1ccccc1. Starting materials: BrCCCOCc1ccccc1, CCOCC, [K+], O=C1CCCCC1, O, O=S(=O)([O-])O, c1ccccc1. Starting materials: C1CCOC1, COC(=O)c1ncoc1-c1cccc(CO)c1, Cl, N#N, [Na+], [OH-]. Product: O=C(O)c1ncoc1-c1cccc(CO)c1. Reaction SMILES: [CH2:23]1[O:24][CH2:25][CH2:26][CH2:27]1.[CH3:3][O:4][C:5](=[O:6])[c:7]1[n:8][cH:9][o:10][c:11]1-[c:12]1[cH:13][c:14]([CH2:18][OH:19])[cH:15][cH:16][cH:17]1.[ClH:22].[N:1]#[N:2].[Na+:21].[OH-:20]>>[O:4]=[C:5]([OH:6])[c:7]1[n:8][cH:9][o:10][c:11]1-[c:12]1[cH:13][c:14]([CH2:18][OH:19])[cH:15][cH:16][cH:17]1. The reactants are BrCc1ccccc1, CC1Cc2ccccc2N1, CCOCC, [Cl-], [K+], [K+], [NH4+], O=C([O-])[O-], CN(C)C=O. Yields the product CC1Cc2ccccc2N1Cc1ccccc1. Reaction SMILES: [CH2:17]([c:18]1[cH:19][cH:20][cH:21][cH:22][cH:23]1)[Br:24].[CH3:1][CH:2]1[NH:3][c:4]2[cH:5][cH:6][cH:7][cH:8][c:9]2[CH2:10]1.[CH3:32][CH2:33][O:34][CH2:35][CH3:36].[Cl-:25].[K+:11].[K+:12].[NH4+:26].[O-:13][C:14]([O-:15])=[O:16].[O:27]=[CH:28][N:29]([CH3:30])[CH3:31]>>[CH3:1][CH:2]1[N:3]([CH2:17][c:18]2[cH:19][cH:20][cH:21][cH:22][cH:23]2)[c:4]2[cH:5][cH:6][cH:7][cH:8][c:9]2[CH2:10]1. Isolated yield 45.3%. Starting materials: C(CCC)N (n-butylamine), OC1=CC=C(C=C1)C=CC(CC(C)=O)=O (6-(4-Hydroxyphenyl)hex-5-ene-2,4-dione), B(=O)OB=O (boron trioxide), C(=O)(O)[O-].[Na+] (NaHCO3), ClC1=C(C=O)C=CC(=C1)O (2-chloro-4-hydroxybenzaldehyde), B(OCCCC)(OCCCC)OCCCC (tri-n-butyl borate), Cl (HCl). Procedure: 6-(4-Hydroxyphenyl)hex-5-ene-2,4-dione (17.5 mg, 85 μmol) and boron trioxide (11 mg, 0.16 mmol) was placed in a 20 mL reaction vessel, and dissolved in 0.4 mL of ethyl acetate. To the stirring mixture at 80° C. was added a solution of 2-chloro-4-hydroxybenzaldehyde (17 mg, 0.11 mmol) and tri-n-butyl borate (25 μL, 93 μmol, sequentially. After the reaction mixture was stirred for 2 h at the same temperature, n-butylamine (10 μL, 0.10 mmol) was added with additional stirring for 1 h. The reaction ... Product: ClC1=C(C=CC(=C1)O)\C=C\C(CC(\C=C\C1=CC=C(C=C1)O)=O)=O ((1E,6E)-1-(2-chloro-4-hydroxyphenyl)-7-(4-hydroxyphenyl)hepta-1,6-diene-3,5-dione). RXN SMILES: [OH:1][C:2]1[CH:7]=[CH:6][C:5]([CH:8]=[CH:9][C:10](=[O:15])[CH2:11][C:12](=[O:14])[CH3:13])=[CH:4][CH:3]=1.B(OB=O)=O.[Cl:21][C:22]1[CH:29]=[C:28]([OH:30])[CH:27]=[CH:26][C:23]=1[CH:24]=O.B(OCCCC)(OCCCC)OCCCC.C(N)CCC.Cl.C([O-])(O)=O.[Na+]>C(OCC)(=O)C.[Cl-].[Na+].O>[Cl:21][C:22]1[CH:29]=[C:28]([OH:30])[CH:27]=[CH:26][C:23]=1/[CH:24]=[CH:13]/[C:12](=[O:14])[CH2:11][C:10](=[O:15])/[CH:9]=[CH:8]/[C:5]1[CH:4]=[CH:3][C:2]([OH:1])=[CH:7][CH:6]=1 |f:6.7,9.10.11|. The solvent is C(C)(=O)OCC (ethyl acetate), [Cl-].[Na+].O (brine). Conditions: time 1 hour. Reactants: intermediate ( 22 ), C(Cl)Cl (DCM), CO (methanol), C(=O)([O-])[O-].[Ca+2] (CaCO3), [I-].[Cl-].[Cl-].C[N+](CC1=CC=CC=C1)(C)C.C[N+](CC1=CC=CC=C1)(C)C.C[N+](CC1=CC=CC=C1)(C)C (N,N,N-trimethylbenzenemethanaminium dichlorideiodide). The solvent is O (water). Product: ClC1=CC(=C(C(=C1N)C)OC)I (6-chloro-4-iodo-3-methoxy-2-methylbenzenamine). Yield: 49.3%. RXN SMILES: [CH2:1]([Cl:3])Cl.CO.[C:6]([O-:9])([O-])=O.[Ca+2].[I-:11].[Cl-].[Cl-].C[N+:15](C)(C)[CH2:16][C:17]1[CH:22]=C[CH:20]=[CH:19][CH:18]=1.C[N+](C)(C)CC1C=CC=CC=1.C[N+](C)(C)CC1C=CC=CC=1>O>[Cl:3][C:1]1[C:16]([NH2:15])=[C:17]([CH3:22])[C:18]([O:9][CH3:6])=[C:19]([I:11])[CH:20]=1 |f:2.3,4.5.6.7.8.9|. Procedure: A mixture of intermediate (22) (0.23 mol), DCM (200 ml), methanol (70 ml) and CaCO3 (0.3 mol) was stirred at room temperature. N,N,N-trimethylbenzenemethanaminium dichlorideiodide (0.23 mol) was added portionwise. The reaction mixture was stirred and refluxed for 2 hours. The mixture was cooled, then taken up into water. This mixture was extracted with DCM. The combined organic layers were washed with water, dried, filtered and the solvent was evaporated. The residue was purified by column chrom... Starting materials: N1CCNCC1 (piperazine), 4-piperazine, 4-piperazinylpyrimido[4,5-b]indoles, benzofuranopyrimidines, benzothieno[3,2-d]pyrimidines, N1=CN=CC2=CC=CC=C12 (quinazoline), 4-Chloro-tricyclic, N1=CN=CC2=CC=CC=C12 (quinazoline), C(C1=CC=2OCOC2C=C1)N (Piperonylamine), C=1C=NC(=NC1)NS(=O)(=O)C=2C=CC(=CC2)N (sulfadiazine), C(=S)(Cl)Cl (thiophosgene). Run in N1=CC=CC=C1 (pyridine), O1CCOCC1 (dioxane), ClCCl (dichloromethane). Reaction conditions: time 4 hour. Product: 1c, [Cl-].N1=C(N=CC=C1)NS(=O)(=O)C1=CC=C(C=C1)NC=S (N-Pyrimidin-2-yl-4-thioformylamino-benzenesulfonamide chloride). Reaction SMILES: N1C2C(=CC=CC=2)C=NC=1.N1CCNCC1.C(N)C1C=CC2OCOC=2C=1.[CH:28]1[CH:29]=[N:30][C:31]([NH:34][S:35]([C:38]2[CH:39]=[CH:40][C:41]([NH2:44])=[CH:42][CH:43]=2)(=[O:37])=[O:36])=[N:32][CH:33]=1.[C:45](Cl)([Cl:47])=[S:46]>N1C=CC=CC=1.O1CCOCC1.ClCCl>[Cl-:47].[N:30]1[CH:29]=[CH:28][CH:33]=[N:32][C:31]=1[NH:34][S:35]([C:38]1[CH:43]=[CH:42][C:41]([NH:44][CH:45]=[S:46])=[CH:40][CH:39]=1)(=[O:37])=[O:36] |f:8.9|. Procedure: The synthesis of 4-piperazinylpyrimido[4,5-b]indoles (1b), benzofuranopyrimidines (2b), benzothieno[3,2-d]pyrimidines (3b), and quinazoline (4b) derivatives is depicted in FIG. 20. 4-Chloro-tricyclic and quinazoline building blocks (1a-4-a) were synthesized using literature methods. (Pandey, A., et al., J. Med. Chem. 2002, 45:3772-93; Matsuno, K., et al., J. Med. Chem. 2002, 45:3057-66; Matsuno, K., et al., J. Med. Chem. 2002, 45:4513-23; and Venugopalan, B., et al., J. Heterocycl. Chem. 1988, 2...